From a dataset of the Open Reaction Database (ORD), a public repository of structured organic reaction records. describe an organic reaction: reactants, conditions, products, and yield Reactants: C1(=CC=CC=C1)C (toluene), COC1=C(N)C=CC=C1 (2-methoxyaniline), C(=O)C(C(=O)[O-])C1=CC=C(C=C1)OC (formyl-4-methoxyphenylacetate), C1(=CC=CC=C1)C (toluene), Cl (HCl). Product: COC1=C(N\C=C(/C(=O)OCC)\C2=CC=C(C=C2)OC)C=CC=C1 (Ethyl (Z)-3-(2-methoxyanilino)-2-(4-methoxyphenyl)-2-propenoate). Isolated yield 54.0%. As a reaction SMILES: [CH3:1][O:2][C:3]1[CH:9]=[CH:8][CH:7]=[CH:6][C:4]=1[NH2:5].[CH:10]([CH:12]([C:16]1[CH:21]=[CH:20][C:19]([O:22][CH3:23])=[CH:18][CH:17]=1)[C:13]([O-:15])=[O:14])=O.Cl.[C:25]1(C)C=CC=C[CH:26]=1>>[CH3:1][O:2][C:3]1[CH:9]=[CH:8][CH:7]=[CH:6][C:4]=1[NH:5]/[CH:10]=[C:12](/[C:16]1[CH:21]=[CH:20][C:19]([O:22][CH3:23])=[CH:18][CH:17]=1)\[C:13]([O:15][CH2:25][CH3:26])=[O:14]. Procedure: A solution of 2-methoxyaniline (1.25 ml, 11.08 mmol) and ethyl ∀-formyl-4-methoxyphenylacetate (2.70 g, 1.1 eq) in toluene (20 ml) is refluxed for 18 hours. After cooling, the reaction mixture is diluted with toluene (10 ml) and then acidified with 10% HCl. After extraction, the organic phase obtained is dried over MgSO4 and then evaporated under reduced pressure. The residue is purified by chromatography on a column of silica (eluent: CH2Cl2) to give 1.96 g (54%) of compound 20 (Z isomer) in th... Starting materials: CI, CCOC(C)=O, Ic1ccc2[nH]ccc2c1, [K+], [K+], O=C([O-])[O-], CN(C)C=O. The product is Cn1ccc2cc(I)ccc21. Reaction SMILES: [CH3:11][I:12].[CH3:24][CH2:25][O:26][C:27]([CH3:28])=[O:29].[I:1][c:2]1[cH:3][c:4]2[cH:5][cH:6][nH:7][c:8]2[cH:9][cH:10]1.[K+:13].[K+:14].[O-:15][C:16]([O-:17])=[O:18].[O:19]=[CH:20][N:21]([CH3:22])[CH3:23]>>[I:1][c:2]1[cH:3][c:4]2[cH:5][cH:6][n:7]([CH3:16])[c:8]2[cH:9][cH:10]1. Starting materials: BrCC1=CC=C(C(=O)OC)C=C1 (Methyl 4-(bromomethyl)benzoate), OC1=C2C=CC=NC2=CC=C1 (5-hydroxyquinoline). Product: N1=CC=CC2=C(C=CC=C12)OCC1=CC=C(C(=O)O)C=C1 (4-[(5-quinolinyloxy)methyl]benzoic acid). As a reaction SMILES: Br[CH2:2][C:3]1[CH:12]=[CH:11][C:6]([C:7]([O:9]C)=[O:8])=[CH:5][CH:4]=1.[OH:13][C:14]1[CH:23]=[CH:22][CH:21]=[C:20]2[C:15]=1[CH:16]=[CH:17][CH:18]=[N:19]2>>[N:19]1[C:20]2[C:15](=[C:14]([O:13][CH2:2][C:3]3[CH:12]=[CH:11][C:6]([C:7]([OH:9])=[O:8])=[CH:5][CH:4]=3)[CH:23]=[CH:22][CH:21]=2)[CH:16]=[CH:17][CH:18]=1. Procedure details: Methyl 4-(bromomethyl)benzoate was alkylated with commercially available 5-hydroxyquinoline using the analogous procedure as used for Example 202. MS found: (M+H)=280. Reactants: NC1C(NC2=C(N(C1=O)C1=CC=CC=C1)C=CC=C2)=O (3-amino-1-phenyl-1,5-dihydro-benzo [b] [1,4]-diazepine-2,4-dione), C1(=CC=CC=C1)N=C=O (phenyl isocyanate). Solvent: ClCCl (dichloromethane). Product: O=C1C(C(NC2=C(N1C1=CC=CC=C1)C=CC=C2)=O)NC(=O)NC2=CC=CC=C2 (1-{2, 4-Dioxo-1-phenyl-2, 3, 4, 5-tetrahydro-1H-benzo [b] [1, 4]-diazepin-3-yl)-3-phenyl urea). Yield: 71.9%. RXN SMILES: [NH2:1][CH:2]1[C:8](=[O:9])[N:7]([C:10]2[CH:15]=[CH:14][CH:13]=[CH:12][CH:11]=2)[C:6]2[CH:16]=[CH:17][CH:18]=[CH:19][C:5]=2[NH:4][C:3]1=[O:20].[C:21]1([N:27]=[C:28]=[O:29])[CH:26]=[CH:25][CH:24]=[CH:23][CH:22]=1>ClCCl>[O:9]=[C:8]1[N:7]([C:10]2[CH:15]=[CH:14][CH:13]=[CH:12][CH:11]=2)[C:6]2[CH:16]=[CH:17][CH:18]=[CH:19][C:5]=2[NH:4][C:3](=[O:20])[CH:2]1[NH:1][C:28]([NH:27][C:21]1[CH:26]=[CH:25][CH:24]=[CH:23][CH:22]=1)=[O:29]. Procedure: To a slurry of 3-amino-1-phenyl-1,5-dihydro-benzo [b] [1,4]-diazepine-2,4-dione (0.398 g) in dichloromethane (5 ml) was added phenyl isocyanate (0.177 g) gradually with stirring at ambient temperature. The reaction mixture was stirred two hours at ambient temperature after which time a cream precipitate Was separated by filtration to provide the title compound (0.413 g). 1H NMR (300 MHz, DMSO-d6): d 4.97 (d, J=7.5 Hz, 1H), 6.88-6.97 (m, 3H), 7.13-7.47 (m, 12H), 9.16 (s, 1H), 10.78 (br s, 1H); TL...